Dataset: the Open Reaction Database (ORD), a public repository of structured organic reaction records. Task: describe an organic reaction: reactants, conditions, products, and yield The reactants are CC1(COB(OC1)C=1C=C(C=CC1OC)[C@H]1C[C@H](CC1)C(=O)OC)C (methyl (1S,3R)-3-[3-(5,5-dimethyl-1,3,2-dioxaborinan-2-yl)-4-methoxyphenyl]cyclopentanecarboxylate), COC1=CC=C(C=C1)C1CC(CC1)=O (3-(4-methoxyphenyl)cyclopentanone), COC1=CC=C(C=C1)C1CC(CC1)=O (3-(4-methoxyphenyl)cyclopentanone), B1(OCC(CO1)(C)C)B2OCC(CO2)(C)C (Bis(neopentyl glycolato)diboron), COC1=CC=C(C=C1)C1CCC(CC1)=O (4-(4-methoxyphenyl)cyclohexanone). Yields the product COC1=C(C=C(C=C1)[C@@H]1C[C@@H](CC1)C(=O)OC)B(O)O ({2-methoxy-5-[cis-3-(methoxycarbonyl)cyclopentyl]phenyl}boronic acid). As a reaction SMILES: COC1C=CC(C2CCC(=O)C2)=CC=1.COC1C=CC(C2CCC(=O)CC2)=CC=1.B1(B2OCC(C)(C)CO2)OCC(C)(C)CO1.CC1(C)C[O:51][B:50]([C:53]2[CH:54]=[C:55]([C@@H:61]3[CH2:65][CH2:64][C@H:63]([C:66]([O:68][CH3:69])=[O:67])[CH2:62]3)[CH:56]=[CH:57][C:58]=2[O:59][CH3:60])[O:49]C1>>[CH3:60][O:59][C:58]1[CH:57]=[CH:56][C:55]([C@H:61]2[CH2:65][CH2:64][C@@H:63]([C:66]([O:68][CH3:69])=[O:67])[CH2:62]2)=[CH:54][C:53]=1[B:50]([OH:49])[OH:51]. Procedure details: The title compound was synthesized from 3-(4-methoxyphenyl)cyclopentanone (INTERMEDIATE 75, Step B) and commercially available starting materials using an analogous method to that described for INTERMEDIATE 7. Bis(neopentyl glycolato)diboron was used instead of BISPIN to afford a mixture of the titled compound and methyl (1S,3R)-3-[3-(5,5-dimethyl-1,3,2-dioxaborinan-2-yl)-4-methoxyphenyl]cyclopentanecarboxylate. The mixture was used without further purification.